Dataset: the Open Reaction Database (ORD), a public repository of structured organic reaction records. Task: describe an organic reaction: reactants, conditions, products, and yield The reactants are N1C(CC2=CC=CC=C12)=O (oxindole), C1(=O)OCC2=CC=CC=C12 (phthalide), Cl (HCl), [H-].[Na+] (sodium hydride). Run in CN(C)C=O (DMF), O (H2O), CN(C)C=O (DMF), CN(C)C=O (DMF). Reaction conditions: time 15 minute. Yields the product C1(OCC2=CC=CC=C12)=C1C(NC2=CC=CC=C12)=O (3-(3H-isobenzofuran-1-ylidene)-1,3-dihydro-indol-2-one). Yield: 46.7%. Reaction SMILES: [H-].[Na+].[NH:3]1[C:11]2[C:6](=[CH:7][CH:8]=[CH:9][CH:10]=2)[CH2:5][C:4]1=[O:12].[C:13]1([C:22]2[C:17](=[CH:18][CH:19]=[CH:20][CH:21]=2)[CH2:16][O:15]1)=O.Cl>CN(C=O)C.O>[C:13]1(=[C:5]2[C:6]3[C:11](=[CH:10][CH:9]=[CH:8][CH:7]=3)[NH:3][C:4]2=[O:12])[C:22]2[C:17](=[CH:18][CH:19]=[CH:20][CH:21]=2)[CH2:16][O:15]1 |f:0.1|. Procedure details: To a suspension of sodium hydride (6.0 g, 150 mmol, 60% in mineral oil) in 300 mL DMF was added oxindole (10.0 g, 75.1 mmol) in 50 mL DMF over 8 min. After stirring for 15 min at room temperature, a solution of phthalide (13.1 g, 97.6 mmol) in 50 mL DMF was added over 1 min. The mixture was stirred for 1.25 h, then poured into 1100 mL H2O. Addition of 4% aqueous HCl solution gave a yellow solid which was filtered and rinsed with H2O to give the title compound (8.75 g, 47%). The reactants are ON=CC1=CC=C(C=C1)NC(=O)NCC(=O)OC(C)(C)C (N-[4-(hydroxyiminomethyl)phenyl]-N'-tertbutoxycarbonylmethylurea), C[O-].[Na+] (sodium methoxide), C(C=C)Br (allyl bromide). The solvent is O (water). Yields the product C(C=C)ON=CC1=CC=C(C=C1)NC(=O)NCC(=O)OC(C)(C)C (N-[ 4-(allyloxyiminomethyl)phenyl]-N'-tert-butoxycarbonylmethylurea). RXN SMILES: [OH:1][N:2]=[CH:3][C:4]1[CH:9]=[CH:8][C:7]([NH:10][C:11]([NH:13][CH2:14][C:15]([O:17][C:18]([CH3:21])([CH3:20])[CH3:19])=[O:16])=[O:12])=[CH:6][CH:5]=1.C[O-].[Na+].[CH2:25](Br)[CH:26]=[CH2:27]>O>[CH2:27]([O:1][N:2]=[CH:3][C:4]1[CH:5]=[CH:6][C:7]([NH:10][C:11]([NH:13][CH2:14][C:15]([O:17][C:18]([CH3:21])([CH3:20])[CH3:19])=[O:16])=[O:12])=[CH:8][CH:9]=1)[CH:26]=[CH2:25] |f:1.2|. Procedure: A solution of N-[4-(hydroxyiminomethyl)phenyl]-N'-tertbutoxycarbonylmethylurea in 25% methanolic sodium methoxide (1.0 equivalent) is treated at room temperature with 1.1 equivalent of allyl bromide. The reaction mixture is stirred until the temperature falls to about 20° C. The reaction mixture is then poured into cold water and extracted with diethyl ether. The ether solution is dried over MgSO4 and filtered, and the solvent is removed by rotary evaporator to yield the corresponding N-[ 4-(all... Reactants: CCOCC, C=C(C)C, O=C=NS(=O)(=O)Cl, [Na+], [Na+], O=C([O-])[O-]. Product: CC1(C)CC(=O)N1S(=O)(=O)Cl. RXN SMILES: [CH2:18]([O:19][CH2:20][CH3:21])[CH3:22].[CH3:1][C:2]([CH3:3])=[CH2:4].[Cl:5][S:6](=[O:7])(=[O:8])[N:9]=[C:10]=[O:11].[Na+:12].[Na+:13].[O-:14][C:15](=[O:16])[O-:17]>>[CH3:1][C:2]1([CH3:3])[CH2:4][C:10](=[O:11])[N:9]1[S:6]([Cl:5])(=[O:7])=[O:8]. Yields the product NC1=CC(=C(C=C1)CC(=O)O)Br ((4-amino-2-bromophenyl)acetic acid). Procedure details: A solution of (2-bromo-4-nitrophenyl)acetic acid (500 mg, 2 mmol) in 11 mL of concentrated ammonium hydroxide was added a solution of FeSO4.7H2O (3.4 g, 12 mmol) in 11 mL of water over 5 minutes, and then the mixture was heated to reflux for 1 hour. Cooled to ambient temperature, filtered off solids and the filtrate was adjusted to pH to 5 with 2N HCl. Extracted with EtOAc and combined organic layers were washed with water, dried over anhydrous sodium sulfate, and concentrated to get (4-amino-2-... The reactants are BrC1=C(C=CC(=C1)[N+](=O)[O-])CC(=O)O ((2-bromo-4-nitrophenyl)acetic acid), FeSO4.7H2O. RXN SMILES: [Br:1][C:2]1[CH:7]=[C:6]([N+:8]([O-])=O)[CH:5]=[CH:4][C:3]=1[CH2:11][C:12]([OH:14])=[O:13]>[OH-].[NH4+].O>[NH2:8][C:6]1[CH:5]=[CH:4][C:3]([CH2:11][C:12]([OH:14])=[O:13])=[C:2]([Br:1])[CH:7]=1 |f:1.2|. Solvent: [OH-].[NH4+] (ammonium hydroxide), O (water). Reactants: IC1=C(C(=NC=C1)OC)C=O (4-Iodo-2-methoxypyridine-3-carbaldehyde), COC1=NC=CC2=CC=NC=C12 (1-methoxy-2,7-naphthyridine). Run in C(C)(=O)O (acetic acid). Product: COC=1N=CC=C2CCNCC12 (8-methoxy-1,2,3,4-tetrahydro-2,7-naphthyridine). RXN SMILES: IC1C=CN=C(OC)C=1C=O.[CH3:12][O:13][C:14]1[C:23]2[C:18](=[CH:19][CH:20]=[N:21][CH:22]=2)[CH:17]=[CH:16][N:15]=1>C(O)(=O)C>[CH3:12][O:13][C:14]1[N:15]=[CH:16][CH:17]=[C:18]2[C:23]=1[CH2:22][NH:21][CH2:20][CH2:19]2. Procedure details: 4-Iodo-2-methoxypyridine-3-carbaldehyde was converted to 1-methoxy-2,7-naphthyridine using the methods described by A. Numata et al., Synthesis 1999, 306-311. Subsequent hydrogenation in acetic acid, under platinum(IV) oxide catalysis, afforded the requisite 8-methoxy-1,2,3,4-tetrahydro-2,7-naphthyridine.